Dataset: the Open Reaction Database (ORD), a public repository of structured organic reaction records. Task: describe an organic reaction: reactants, conditions, products, and yield Starting materials: COC(=O)c1ccc(C#N)nc1C, CC(C)c1cc(CN)ccn1. Yields the product COC(=O)c1ccc(CN)nc1C. As a reaction SMILES: [C:1](#[N:2])[c:3]1[n:4][c:5]([CH3:13])[c:6]([C:7](=[O:8])[O:9][CH3:10])[cH:11][cH:12]1.[CH:14]([c:15]1[cH:16][c:17]([CH2:18][NH2:19])[cH:20][cH:21][n:22]1)([CH3:23])[CH3:24]>>[CH2:1]([NH2:2])[c:3]1[n:4][c:5]([CH3:13])[c:6]([C:7](=[O:8])[O:9][CH3:10])[cH:11][cH:12]1. Reactants: CC1=C(Br)C(=O)CC1, N#Cc1ccc(B(O)O)cc1, Cc1ccccc1, CCO, O=C(C=Cc1ccccc1)C=Cc1ccccc1, O=C(C=Cc1ccccc1)C=Cc1ccccc1, [K+], [K+], O=C([O-])[O-], O=C(C=Cc1ccccc1)C=Cc1ccccc1, O=C(C=Cc1ccccc1)C=Cc1ccccc1, O=C(C=Cc1ccccc1)C=Cc1ccccc1, [Pd], [Pd], [Pd], c1ccc(P(c2ccccc2)c2ccccc2)cc1. The product is CC1=C(c2ccc(C#N)cc2)C(=O)CC1. RXN SMILES: [Br:1][C:2]1=[C:6]([CH3:7])[CH2:5][CH2:4][C:3]1=[O:8].[C:15](#[N:16])[c:17]1[cH:18][cH:19][c:20]([B:23]([OH:24])[OH:25])[cH:21][cH:22]1.[CH3:45][c:46]1[cH:47][cH:48][cH:49][cH:50][cH:51]1.[CH3:52][CH2:53][OH:54].[CH:56](=[CH:57][C:58]([CH:59]=[CH:60][c:61]1[cH:62][cH:63][cH:64][cH:65][cH:66]1)=[O:67])[c:68]1[cH:69][cH:70][cH:71][cH:72][cH:73]1.[CH:74](=[CH:75][C:76]([CH:77]=[CH:78][c:79]1[cH:80][cH:81][cH:82][cH:83][cH:84]1)=[O:85])[c:86]1[cH:87][cH:88][cH:89][cH:90][cH:91]1.[K+:10].[K+:9].[O-:11][C:12]([O-:13])=[O:14].[O:112]=[C:113]([CH:114]=[CH:115][c:116]1[cH:117][cH:118][cH:119][cH:120][cH:121]1)[CH:122]=[CH:123][c:124]1[cH:125][cH:126][cH:127][cH:128][cH:129]1.[O:130]=[C:131]([CH:132]=[CH:133][c:134]1[cH:135][cH:136][cH:137][cH:138][cH:139]1)[CH:140]=[CH:141][c:142]1[cH:143][cH:144][cH:145][cH:146][cH:147]1.[O:94]=[C:95]([CH:96]=[CH:97][c:98]1[cH:99][cH:100][cH:101][cH:102][cH:103]1)[CH:104]=[CH:105][c:106]1[cH:107][cH:108][cH:109][cH:110][cH:111]1.[Pd:55].[Pd:92].[Pd:93].[c:26]1([P:27]([c:28]2[cH:29][cH:30][cH:31][cH:32][cH:33]2)[c:34]2[cH:35][cH:36][cH:37][cH:38][cH:39]2)[cH:40][cH:41][cH:42][cH:43][cH:44]1>>[C:2]1([c:20]2[cH:19][cH:18][c:17]([C:15]#[N:16])[cH:22][cH:21]2)=[C:6]([CH3:7])[CH2:5][CH2:4][C:3]1=[O:8]. Starting materials: CC(C)(C)OC(=O)N1CCC(CBr)CC1, O=C([O-])[O-], CN(C)C=O, CCOC(C)=O, [K+], [K+], N#Cc1cc2c(Oc3ccc(N)c(F)c3)ccnc2cc1O, O. Yields the product CC(C)(C)OC(=O)N1CCC(COc2cc3nccc(Oc4ccc(N)c(F)c4)c3cc2C#N)CC1. Reaction SMILES: [Br:23][CH2:24][CH:25]1[CH2:26][CH2:27][N:28]([C:31](=[O:32])[O:33][C:34]([CH3:35])([CH3:36])[CH3:37])[CH2:29][CH2:30]1.[C:38](=[O:39])([O-:40])[O-:41].[CH3:44][N:45]([CH3:46])[CH:47]=[O:48].[CH3:49][CH2:50][O:51][C:52](=[O:53])[CH3:54].[K+:42].[K+:43].[NH2:1][c:2]1[c:3]([F:22])[cH:4][c:5]([O:6][c:7]2[cH:8][cH:9][n:10][c:11]3[cH:12][c:13]([OH:19])[c:14]([C:17]#[N:18])[cH:15][c:16]23)[cH:20][cH:21]1.[OH2:55]>>[NH2:1][c:2]1[c:3]([F:22])[cH:4][c:5]([O:6][c:7]2[cH:8][cH:9][n:10][c:11]3[cH:12][c:13]([O:19][CH2:24][CH:25]4[CH2:26][CH2:27][N:28]([C:31](=[O:32])[O:33][C:34]([CH3:35])([CH3:36])[CH3:37])[CH2:29][CH2:30]4)[c:14]([C:17]#[N:18])[cH:15][c:16]23)[cH:20][cH:21]1. The reactants are OC1=C(N=CC2=CC=CC=C12)[N+](=O)[O-] (4-hydroxy-3-nitroisoquinoline), P(Cl)(Cl)Cl (phosphorous trichloride). Product: ClC1=NC2=CC=CC=C2C=C1 (chioroquinoline). Isolated yield 42.5%. RXN SMILES: O[C:2]1[C:11]2[C:6](=[CH:7][CH:8]=[CH:9][CH:10]=2)[CH:5]=[N:4][C:3]=1[N+]([O-])=O.P(Cl)(Cl)[Cl:16]>>[Cl:16][C:3]1[CH:2]=[CH:11][C:6]2[C:5](=[CH:10][CH:9]=[CH:8][CH:7]=2)[N:4]=1. Procedure details: To 13.25 g (69.7 mmol) of 4-hydroxy-3-nitroisoquinoline was added 120 mL of phosphorous trichloride. After the mixture had been refluxed for 3 hours, 80 mL of POCl3 was distilled out. The remaining solution was poured onto approximately 150 g of crushed ice. The resulting solid was filtered and recrystallized from ethanol to give 6.2 g (42.5%) of the chioroquinoline as yellow needles: mp 103-104° C. (lit mp 108-109° C.); 1H-NMR (DMSO-d6, 200 MHz) δ 9.20 (s, 1H), 8.5 (d, 1H) 8.30 (d, 1H), 7.8 (m,...